This data is from the Open Reaction Database (ORD), a public repository of structured organic reaction records. The task is: describe an organic reaction: reactants, conditions, products, and yield Reactants: 2,4-cis-4-ethoxycarbonyl-2-(4-fluoro-2-methylphenyl)piperidine, C1(=CC=C(C=C1)S(=O)(=O)N[C@H](CC1=CC=CC=C1)C(=O)O)C (N-p-toluenesulfonyl-D-phenylalanine). Solvent: C(C)(=O)OCC (ethyl acetate), C(C)OCC (diethylether). The product is C1(=CC=C(C=C1)S(=O)(=O)N[C@@H](CC1=CC=CC=C1)C(=O)O)C (N-p-toluenesulfonyl-L-phenylalanine). Yield: 100.0%. As a reaction SMILES: [C:1]1([CH3:22])[CH:6]=[CH:5][C:4]([S:7]([NH:10][C@@H:11]([C:19]([OH:21])=[O:20])[CH2:12][C:13]2[CH:18]=[CH:17][CH:16]=[CH:15][CH:14]=2)(=[O:9])=[O:8])=[CH:3][CH:2]=1>C(OCC)(=O)C.C(OCC)C>[C:1]1([CH3:22])[CH:2]=[CH:3][C:4]([S:7]([NH:10][C@H:11]([C:19]([OH:21])=[O:20])[CH2:12][C:13]2[CH:18]=[CH:17][CH:16]=[CH:15][CH:14]=2)(=[O:9])=[O:8])=[CH:5][CH:6]=1. Procedure details: In a mixture of 50 ml of ethyl acetate and 50 ml of diethylether were dissolved under heating 7.4 g of 2,4-cis-4-ethoxycarbonyl-2-(4-fluoro-2-methylphenyl)piperidine and 4.0 g of N-p-toluenesulfonyl-D-phenylalanine. The solvent was concentrated by heating, 30 ml of diisopropyl ether was added thereto and the mixture was stirred. Precipitated crystals were removed and mother liquor was washed with a concentrated aqueous ammonia solution, dried and concentrated under reduced pressure. To the resid... Starting materials: C(C)OC(C1=CC=C(C=C1)C1=CC2=C(N=CN=C2Cl)N1)=O (4-(4-Chloro-7H-pyrrolo[2,3-d]pyrimidin-6-yl)-benzoic acid ethyl ester), ClC=1C=C(N)C=CC1F (3-chloro-4-fluoro-aniline). The solvent is C(CCC)O (n-butanol). Run at temperature 145 celsius, time 2 hour. The product is C(C)OC(C1=CC=C(C=C1)C1=CC2=C(N=CN=C2NC2=CC(=C(C=C2)F)Cl)N1)=O (4-[4-(3-Chloro-4-fluoro-phenylamino)-7H-pyrrolo[2,3-d]pyrimidin-6-yl]-benzoic acid ethyl ester). RXN SMILES: [CH2:1]([O:3][C:4](=[O:21])[C:5]1[CH:10]=[CH:9][C:8]([C:11]2[NH:20][C:14]3[N:15]=[CH:16][N:17]=[C:18](Cl)[C:13]=3[CH:12]=2)=[CH:7][CH:6]=1)[CH3:2].[Cl:22][C:23]1[CH:24]=[C:25]([CH:27]=[CH:28][C:29]=1[F:30])[NH2:26]>C(O)CCC>[CH2:1]([O:3][C:4](=[O:21])[C:5]1[CH:10]=[CH:9][C:8]([C:11]2[NH:20][C:14]3[N:15]=[CH:16][N:17]=[C:18]([NH:26][C:25]4[CH:27]=[CH:28][C:29]([F:30])=[C:23]([Cl:22])[CH:24]=4)[C:13]=3[CH:12]=2)=[CH:7][CH:6]=1)[CH3:2]. Procedure: 3.6 g (12 mmol) 4-(4-Chloro-7H-pyrrolo[2,3-d]pyrimidin-6-yl)-benzoic acid ethyl ester (WO 97/02266) are suspended in 80 ml n-butanol and treated with 3.5 g (24 mmol) 3-chloro-4-fluoro-aniline. The mixture is heated to 145° C. under stirring. After 30 min a clear brown solution is obtained which turns into a thick suspension after 2 h. After a total of 3 h the reaction mixture is cooled in an ice bath and the product collected by filtration; m.p.>300° C.; Rf (dichloromethane/ethanol 95:5 plus 1% ... Reactants: C1CCNCC1, C1CCOC1, O=C(O)COc1ccc(-c2ccccc2F)nn1. Product: O=C(COc1ccc(-c2ccccc2F)nn1)N1CCCCC1. RXN SMILES: [CH2:19]1[CH2:20][CH2:21][NH:22][CH2:23][CH2:24]1.[CH2:25]1[O:26][CH2:27][CH2:28][CH2:29]1.[F:1][c:2]1[c:3](-[c:8]2[cH:9][cH:10][c:11]([O:14][CH2:15][C:16](=[O:17])[OH:18])[n:12][n:13]2)[cH:4][cH:5][cH:6][cH:7]1>>[F:1][c:2]1[c:3](-[c:8]2[cH:9][cH:10][c:11]([O:14][CH2:15][C:16](=[O:18])[N:22]3[CH2:21][CH2:20][CH2:19][CH2:24][CH2:23]3)[n:12][n:13]2)[cH:4][cH:5][cH:6][cH:7]1. Reactants: C=C(C)OC(C)=O, CCOC(C)=O, Nc1c(Cl)ccc2c1CNCC2. Yields the product CC(=O)N1CCc2ccc(Cl)c(N)c2C1. RXN SMILES: [C:13]([CH3:14])(=[O:15])[O:16][C:17]([CH3:18])=[CH2:19].[CH3:20][CH2:21][O:22][C:23](=[O:24])[CH3:25].[NH2:1][c:2]1[c:3]([Cl:12])[cH:4][cH:5][c:6]2[c:11]1[CH2:10][NH:9][CH2:8][CH2:7]2>>[NH2:1][c:2]1[c:3]([Cl:12])[cH:4][cH:5][c:6]2[c:11]1[CH2:10][N:9]([C:13]([CH3:14])=[O:15])[CH2:8][CH2:7]2. Starting materials: [Na] (Sodium), C(C)O[C@@H]1[C@H](C[C@@H]2CC[C@H]3[C@@H]4CCC([C@@]4(C)CC([C@@H]3[C@]2(C1)C)=NO)=C)O (2β-ethoxy-3α-hydroxy-17-methylene-5α-androstan-11-one 11-oxime). Run in O (water), C(CC)O (propanol). Product: N[C@H]1[C@@H]2[C@]3(C[C@@H]([C@H](C[C@@H]3CC[C@H]2[C@@H]2CCC([C@@]2(C)C1)=C)O)OCC)C (11α-Amino-2β-ethoxy-17-methylene-5α-androstan-3α-ol). Reaction SMILES: [Na].[CH2:2]([O:4][C@H:5]1[CH2:22][C@@:21]2([CH3:23])[C@@H:8]([CH2:9][CH2:10][C@@H:11]3[C@@H:20]2[C:19](=[N:24]O)[CH2:18][C@@:16]2([CH3:17])[C@H:12]3[CH2:13][CH2:14][C:15]2=[CH2:26])[CH2:7][C@@H:6]1[OH:27])[CH3:3]>C(O)CC.O>[NH2:24][C@@H:19]1[CH2:18][C@@:16]2([CH3:17])[C@@H:12]([CH2:13][CH2:14][C:15]2=[CH2:26])[C@H:11]2[C@H:20]1[C@:21]1([CH3:23])[C@@H:8]([CH2:9][CH2:10]2)[CH2:7][C@H:6]([OH:27])[C@@H:5]([O:4][CH2:2][CH3:3])[CH2:22]1 |^1:0|. Procedure details: Sodium (2.7 g) was added portionwise to a stirred and refluxing solution of 2β-ethoxy-3α-hydroxy-17-methylene-5α-androstan-11-one 11-oxime (1.7 g) in propanol (100 ml) under nitrogen. The cooled reaction mixture was diluted with water and the precipitated solid (1.43 g) was collected by filtration. A portion of this material (300 mg) was purified by partitioning between 2 N-hydrochloric acid and ether when the insoluble hydrochloride which precipitated was collected by filtration and again parti... Reactants: BrC=1C=C2CCCNC2=NC1C(OC)OC (6-bromo-7-(dimethoxymethyl)-1,2,3,4-tetrahydro-1,8-naphthyridine), BrC=1C=C2CCCNC2=NC1C(OC)OC (6-bromo-7-(dimethoxymethyl)-1,2,3,4-tetrahydro-1,8-naphthyridine), C1(CC1)B(O)O (cyclopropylboronic acid), C1(CCCCC1)P(C1CCCCC1)C1CCCCC1 (tricyclohexylphosphine), [O-]P(=O)([O-])[O-].[K+].[K+].[K+] (K3PO4). Reagents/catalysts: CC(=O)[O-].CC(=O)[O-].[Pd+2] (Pd(OAc)2). Run in O1CCOCC1 (dioxane), CCOC(=O)C (EtOAc). Reaction conditions: temperature 100 celsius, time 1 day. Yields the product C1(CC1)C=1C=C2CCCNC2=NC1C(OC)OC (6-cyclopropyl-7-(dimethoxymethyl)-1,2,3,4-tetrahydro-1,8-naphthyridine). RXN SMILES: Br[C:2]1[CH:3]=[C:4]2[C:9](=[N:10][C:11]=1[CH:12]([O:15][CH3:16])[O:13][CH3:14])[NH:8][CH2:7][CH2:6][CH2:5]2.[CH:17]1(B(O)O)[CH2:19][CH2:18]1.C1(P(C2CCCCC2)C2CCCCC2)CCCCC1.[O-]P([O-])([O-])=O.[K+].[K+].[K+]>CCOC(C)=O.CC([O-])=O.CC([O-])=O.[Pd+2].O1CCOCC1>[CH:17]1([C:2]2[CH:3]=[C:4]3[C:9](=[N:10][C:11]=2[CH:12]([O:15][CH3:16])[O:13][CH3:14])[NH:8][CH2:7][CH2:6][CH2:5]3)[CH2:19][CH2:18]1 |f:3.4.5.6,8.9.10|. Reported procedure: A tube was charged with 6-bromo-7-(dimethoxymethyl)-1,2,3,4-tetrahydro-1,8-naphthyridine (intermediate 12, 670 mg, 2.333 mmol), cyclopropylboronic acid (401 mg, 4.67 mmol), tricyclohexylphosphine (6.54 mg, 0.023 mmol), K3PO4 (1733 mg, 8.17 mmol) and dioxane (10 ml) and flushed with argon. Then Pd(OAc)2 (26.2 mg, 0.117 mmol) was added, the tube was sealed and the reaction mixture was stirred at 100° C. for 1 day. The reaction mixture was cooled to room temperature, diluted with EtOAc and washed t... The reactants are N(=[N+]=[N-])C1=C(C(=C(C=O)C(=C1F)F)F)F (4-azido-2,3,5,6-tetrafluorobenzaldehyde), CN1CCC(CC1)=O (1-methylpiperidine-4-one), [OH-].[Na+] (NaOH). Solvent: O (water), CO (MeOH). The product is N(=[N+]=[N-])C1=C(C(=C(C(=C1F)F)C=C1CN(CC(C1=O)=CC1=C(C(=C(C(=C1F)F)N=[N+]=[N-])F)F)C)F)F (3,5-bis(4'-azido-2',3',5',6'-tetrafluorophenylmethylene)-1-methyl piperidine-4-one). The yield is 83.0%. RXN SMILES: [N:1]([C:4]1[C:11]([F:12])=[C:10]([F:13])[C:7]([CH:8]=O)=[C:6]([F:14])[C:5]=1[F:15])=[N+:2]=[N-:3].[CH3:16][N:17]1[CH2:22][CH2:21][C:20](=[O:23])[CH2:19][CH2:18]1.[OH-].[Na+]>CO.O>[N:1]([C:4]1[C:11]([F:12])=[C:10]([F:13])[C:7]([CH:8]=[C:19]2[C:20](=[O:23])[C:21](=[CH:8][C:7]3[C:6]([F:14])=[C:5]([F:15])[C:4]([N:1]=[N+:2]=[N-:3])=[C:11]([F:12])[C:10]=3[F:13])[CH2:22][N:17]([CH3:16])[CH2:18]2)=[C:6]([F:14])[C:5]=1[F:15])=[N+:2]=[N-:3] |f:2.3|. Reported procedure: To a stirred solution of 4-azido-2,3,5,6-tetrafluorobenzaldehyde (23), 0.140 g, 0.640 mmol) and 1-methylpiperidine-4-one (0.040 mL, 0.32 mmol) in MeOH (1.5 mL), 1N aq. NaOH (0.650 mL, 0.650 mmol) was added dropwise. Yellow suspension resulted within minutes which was stirred at rt for forty-five minutes and diluted with water (3 mL). Yellow solid was collected by vacuum filtration, washed with water until the filtrate was neutral to pH paper. The yellow solid was dried further in vacuo to give 0... The reactants are COC=1C=C2NC(C(=NC2=CC1)C(=O)OCC)=O (3,4-Dihydro-6-methoxy-3-oxo-2-quinoxalinecarboxylic acid, ethyl ester), CI (methyl iodide), C([O-])([O-])=O.[K+].[K+] (potassium carbonate). The solvent is CC(CC)=O (2-butanone). Yields the product COC=1C=C2N(C(C(=NC2=CC1)C(=O)OCC)=O)C (3,4-Dihydro-6-methoxy-4-methyl-3-oxo-2-quinoxalinecarboxylic acid, ethyl ester). Reaction SMILES: [CH3:1][O:2][C:3]1[CH:4]=[C:5]2[C:10](=[CH:11][CH:12]=1)[N:9]=[C:8]([C:13]([O:15][CH2:16][CH3:17])=[O:14])[C:7](=[O:18])[NH:6]2.CI.[C:21](=O)([O-])[O-].[K+].[K+]>CC(=O)CC>[CH3:1][O:2][C:3]1[CH:4]=[C:5]2[C:10](=[CH:11][CH:12]=1)[N:9]=[C:8]([C:13]([O:15][CH2:16][CH3:17])=[O:14])[C:7](=[O:18])[N:6]2[CH3:21] |f:2.3.4|. Reported procedure: 3,4-Dihydro-6-methoxy-3-oxo-2-quinoxalinecarboxylic acid, ethyl ester (1.9 g), methyl iodide (2 ml) and anhydrous potassium carbonate (6 g) in 2-butanone (100 ml) were stirred and heated under reflux for 1.5 hours. The solid was filtered off and the filtrate was evaporated. The residue was crystallised from aqueous methanol, m.p. 166° (80%).